From a dataset of the Open Reaction Database (ORD), a public repository of structured organic reaction records. describe an organic reaction: reactants, conditions, products, and yield Reactants: FC(C(=O)NC=1N=C2N(C=C(C=C2)C(C2=CC=CC=C2)=O)C1C1=C(C=CC(=C1)F)F)(F)F (2-trifluoroacetamido-3-(2,5-difluorophenyl)-6-benzoyl-imidazo[1,2-a]pyridine). Run in CC(OCC)=O (EA). Yields the product NC=1N=C2N(C=C(C=C2)C(C2=CC=CC=C2)=O)C1C1=C(C=CC(=C1)F)F (2-Amino-3-(2,5-difluorophenyl)-6-benzoyl-imidazo[1,2-a]pyridine). RXN SMILES: FC(F)(F)C([NH:5][C:6]1[N:7]=[C:8]2[CH:13]=[CH:12][C:11]([C:14](=[O:21])[C:15]3[CH:20]=[CH:19][CH:18]=[CH:17][CH:16]=3)=[CH:10][N:9]2[C:22]=1[C:23]1[CH:28]=[C:27]([F:29])[CH:26]=[CH:25][C:24]=1[F:30])=O>CC(=O)OCC>[NH2:5][C:6]1[N:7]=[C:8]2[CH:13]=[CH:12][C:11]([C:14](=[O:21])[C:15]3[CH:20]=[CH:19][CH:18]=[CH:17][CH:16]=3)=[CH:10][N:9]2[C:22]=1[C:23]1[CH:28]=[C:27]([F:29])[CH:26]=[CH:25][C:24]=1[F:30]. Procedure details: The 2-trifluoroacetamido-3-(2,5-difluorophenyl)-6-benzoyl-imidazo[1,2-a]pyridine (12.1 g, 27.1 mmol) was converted to product in a manner substantially analogous to Example 56 to yield 6.10 g. (64.6%) EA, MS (FD).